describe an organic reaction: reactants, conditions, products, and yield From a dataset of the Open Reaction Database (ORD), a public repository of structured organic reaction records. Procedure details: N,2-Dihydroxybenzenecarboximidoyl chloride in 100 mL of ethanol was added to sodium salt of ethyl 2-methyl4,6-dioxocyclohexanecarboxylate in a solvent mixture of 125 mL of water and 75 mL of ethanol at a temperature of 55° C. over an hour. The reaction mixture was maintained at this temperature for 4 hours and then cooled down to room temperature. After diluting with water (100 mL), the mixture was extracted with ethyl acetate (2×100 mL). The resulting extract was washed with saturated sodium ch... Starting materials: ON=C(C1=C(C=CC=C1)O)Cl (N,2-Dihydroxybenzenecarboximidoyl chloride), [Na] (sodium), CC1C(C(CC(C1)=O)=O)C(=O)OCC (ethyl 2-methyl4,6-dioxocyclohexanecarboxylate). Solvent: C(C)O (ethanol), C(C)O (ethanol), O (water), O (water). The product is OC1=C(C=CC=C1)C1=NOC2=C1C(C(C(C2)C)C(=O)OCC)=O (ethyl 3-(2-hydroxyphenyl)-6-methyl-4-oxo-4,5,6,7-tetrahydrobenzo [d]isoxazole-5-carboxylate). RXN SMILES: [OH:1][N:2]=[C:3](Cl)[C:4]1[CH:9]=[CH:8][CH:7]=[CH:6][C:5]=1[OH:10].[Na].[CH3:13][CH:14]1[CH2:19][C:18](=O)[CH2:17][C:16](=[O:21])[CH:15]1[C:22]([O:24][CH2:25][CH3:26])=[O:23]>C(O)C.O>[OH:10][C:5]1[CH:6]=[CH:7][CH:8]=[CH:9][C:4]=1[C:3]1[C:17]2[C:16](=[O:21])[CH:15]([C:22]([O:24][CH2:25][CH3:26])=[O:23])[CH:14]([CH3:13])[CH2:19][C:18]=2[O:1][N:2]=1 |^1:11|. Reactants: BrN1C(CCC1=O)=O (N-bromosuccinimide), OC1=NC2=CC=CC=C2C(=C1)O (2,4-dihydroxyquinoline). Run in C(Cl)Cl (DCM). Reaction conditions: time 3 day. The product is BrC=1C(NC2=CC=CC=C2C1O)=O (3-bromo-4-hydroxyquinolin-2(1H)-one). Isolated yield 64.4%. RXN SMILES: [Br:1]N1C(=O)CCC1=O.[OH:9][C:10]1[CH:19]=[C:18]([OH:20])[C:17]2[C:12](=[CH:13][CH:14]=[CH:15][CH:16]=2)[N:11]=1>C(Cl)Cl>[Br:1][C:19]1[C:10](=[O:9])[NH:11][C:12]2[C:17]([C:18]=1[OH:20])=[CH:16][CH:15]=[CH:14][CH:13]=2. Procedure: N-bromosuccinimide (2.21 g) was added to the solution of 2,4-dihydroxyquinoline (2 g) in DCM (50 ml). The mixture was stirred at room temperature for 3 days. The mixture was filtrated and the solid was triturated with isopropanol. After filtration, toluene was added to the solid and the solvent was evaporated under reduced pressure to give the desired product (1.92 g) as a beige solid. LRMS (ES+) m/z 240.1 (M+H)+.